From a dataset of the Open Reaction Database (ORD), a public repository of structured organic reaction records. describe an organic reaction: reactants, conditions, products, and yield The reactants are O (water), O1C=C(C=C1)CNCCCCCCC1=CC=CC=C1 (N-(3-furylmethyl)-6-phenylhexylamine), BrCCO (2-bromoethanol), C([O-])([O-])=O.[K+].[K+] (potassium carbonate). Run in CN(C=O)C (N,N-dimethylformamide). Conditions: temperature 90 celsius, time 8 hour. Product: O1C=C(C=C1)CN(CCO)CCCCCCC1=CC=CC=C1 (2-[(3-furylmethyl)-(6-phenylhexyl) amino]ethanol). As a reaction SMILES: [O:1]1[CH:5]=[CH:4][C:3]([CH2:6][NH:7][CH2:8][CH2:9][CH2:10][CH2:11][CH2:12][CH2:13][C:14]2[CH:19]=[CH:18][CH:17]=[CH:16][CH:15]=2)=[CH:2]1.Br[CH2:21][CH2:22][OH:23].C(=O)([O-])[O-].[K+].[K+].O>CN(C)C=O>[O:1]1[CH:5]=[CH:4][C:3]([CH2:6][N:7]([CH2:8][CH2:9][CH2:10][CH2:11][CH2:12][CH2:13][C:14]2[CH:15]=[CH:16][CH:17]=[CH:18][CH:19]=2)[CH2:21][CH2:22][OH:23])=[CH:2]1 |f:2.3.4|. Reported procedure: To a solution of 2.538 g (9.861 mmol) of N-(3-furylmethyl)-6-phenylhexylamine and 7.39 g (59.2 mmol) of 2-bromoethanol in 50 ml of N,N-dimethylformamide, 13.6 g (98.6 mmol) of potassium carbonate was added, followed by overnight stirring at 90° C. After cooling to room temperature, the reaction mixture was poured into water and extracted with dichloromethane 3 times. The combined organic layer was dried over anhydrous magnesium sulfate; the solvent was distilled off under reduced pressure. The r... The reactants are C27H29N7O3, N1=C(C=CC=C1)N(C(=O)C1=CC2=C(N(C(=N2)CN(C)C2=CC=C(C=C2)C#N)C)C=C1)CC(=O)OCC (1-methyl-2-[N-(4-cyanophenyl)-N-methylaminomethyl]benzimidazol-5-yl-carboxylic acid-N-(2-pyridyl)-N-(ethoxycarbonylmethyl)amide), Cl (hydrochloric acid), C([O-])([O-])=O.[NH4+].[NH4+] (ammonium carbonate). Solvent: C(C)O (ethanol). The product is Cl.N1=C(C=CC=C1)N(C(=O)C1=CC2=C(N(C(=N2)CN(C)C2=CC=C(C=C2)C(N)=N)C)C=C1)CC(=O)OCC (1-Methyl-2-[N-(4-amidinophenyl)-N-methylaminomethyl]benzimidazol-5-yl-carboxylic acid-N-(2-pyridyl)-N-(ethoxycarbonylmethyl)amide hydrochloride). The yield is 54.0%. Reaction SMILES: [N:1]1[CH:6]=[CH:5][CH:4]=[CH:3][C:2]=1[N:7]([CH2:31][C:32]([O:34][CH2:35][CH3:36])=[O:33])[C:8]([C:10]1[CH:30]=[CH:29][C:13]2[N:14]([CH3:28])[C:15]([CH2:17][N:18]([C:20]3[CH:25]=[CH:24][C:23]([C:26]#[N:27])=[CH:22][CH:21]=3)[CH3:19])=[N:16][C:12]=2[CH:11]=1)=[O:9].[ClH:37].C(=O)([O-])[O-].[NH4+:42].[NH4+]>C(O)C>[ClH:37].[N:1]1[CH:6]=[CH:5][CH:4]=[CH:3][C:2]=1[N:7]([CH2:31][C:32]([O:34][CH2:35][CH3:36])=[O:33])[C:8]([C:10]1[CH:30]=[CH:29][C:13]2[N:14]([CH3:28])[C:15]([CH2:17][N:18]([C:20]3[CH:25]=[CH:24][C:23]([C:26](=[NH:42])[NH2:27])=[CH:22][CH:21]=3)[CH3:19])=[N:16][C:12]=2[CH:11]=1)=[O:9] |f:2.3.4,6.7|. Procedure: Prepared analogously to Example 25d from 1-methyl-2-[N-(4-cyanophenyl)-N-methylaminomethyl]benzimidazol-5-yl-carboxylic acid-N-(2-pyridyl)-N-(ethoxycarbonylmethyl)amide and ethanolic hydrochloric acid, ethanol, and ammonium carbonate. Yield: 54% of theory, C27H29N7O3 (499.6); EKA mass spectrum: (M+H)+=500; (M+2H)++=250.7. Reported procedure: Following the procedure as described in EXAMPLE 9 and making non-critical variations using 5,6-dimethyl-1′-(tetrahydro-2H-pyran-4-ylmethyl)spiro[1-benzofuran-3,3′-indol]-2′(1′H)-one to replace 3-methylspiro[furo[3,2-f][1,2]benzisoxazole-5,3′-indol]-2′(1′H)-one, and 2-(bromomethyl)pyridine to replace 2-(bromomethyl)-5-(trifluoromethyl)furan, 5,6-dimethyl-1′-(pyridin-2-ylmethyl)spiro[1-benzofuran-3,3′-indol]-2′(1′H)-one was obtained (76%) as a colorless solid: mp 165-168° C. (ethyl acetate/hexanes... Product: CC=1C(=CC2=C(C1)C1(C(N(C3=CC=CC=C13)CC1=NC=CC=C1)=O)CO2)C (5,6-dimethyl-1′-(pyridin-2-ylmethyl)spiro[1-benzofuran-3,3′-indol]-2′(1′H)-one). Reactants: CC=1C(=CC2=C(C1)C1(C(N(C3=CC=CC=C13)CC1CCOCC1)=O)CO2)C (5,6-dimethyl-1′-(tetrahydro-2H-pyran-4-ylmethyl)spiro[1-benzofuran-3,3′-indol]-2′(1′H)-one), BrCC=1OC(=CC1)C(F)(F)F (2-(bromomethyl)-5-(trifluoromethyl)furan), CC1=NOC2=C1C=C1C(=C2)OCC12C(NC1=CC=CC=C21)=O (3-methylspiro[furo[3,2-f][1,2]benzisoxazole-5,3′-indol]-2′(1′H)-one), BrCC1=NC=CC=C1 (2-(bromomethyl)pyridine). Reaction SMILES: [CH3:1][C:2]1[C:3]([CH3:27])=[CH:4][C:5]2[O:26][CH2:25][C:8]3([C:16]4[C:11](=[CH:12][CH:13]=[CH:14][CH:15]=4)[N:10]([CH2:17][CH:18]4[CH2:23][CH2:22]OCC4)[C:9]3=[O:24])[C:6]=2[CH:7]=1.[CH3:28][C:29]1C2C=C3C4(C5C(=CC=CC=5)NC4=O)COC3=CC=2O[N:30]=1.BrCC1C=CC=CN=1.BrCC1OC(C(F)(F)F)=CC=1>>[CH3:1][C:2]1[C:3]([CH3:27])=[CH:4][C:5]2[O:26][CH2:25][C:8]3([C:16]4[C:11](=[CH:12][CH:13]=[CH:14][CH:15]=4)[N:10]([CH2:17][C:18]4[CH:23]=[CH:22][CH:28]=[CH:29][N:30]=4)[C:9]3=[O:24])[C:6]=2[CH:7]=1. The reactants are CCc1nc2ccccc2n1-c1nc(N2CCOCC2)c2nc(C3(F)CN(C(=O)OC(C)(C)C)C3)n(C)c2n1, ClCCl, O=C(O)C(F)(F)F. The product is CCc1nc2ccccc2n1-c1nc(N2CCOCC2)c2nc(C3(F)CNC3)n(C)c2n1. As a reaction SMILES: [C:1]([O:2][C:3](=[O:4])[N:8]1[CH2:9][C:10]([F:12])([c:13]2[n:14]([CH3:39])[c:15]3[n:16][c:17](-[n:28]4[c:29]([CH2:37][CH3:38])[n:30][c:31]5[c:32]4[cH:33][cH:34][cH:35][cH:36]5)[n:18][c:19]([N:22]4[CH2:23][CH2:24][O:25][CH2:26][CH2:27]4)[c:20]3[n:21]2)[CH2:11]1)([CH3:5])([CH3:6])[CH3:7].[Cl:47][CH2:48][Cl:49].[F:40][C:41]([F:42])([F:43])[C:44]([OH:45])=[O:46]>>[NH:8]1[CH2:9][C:10]([F:12])([c:13]2[n:14]([CH3:39])[c:15]3[n:16][c:17](-[n:28]4[c:29]([CH2:37][CH3:38])[n:30][c:31]5[c:32]4[cH:33][cH:34][cH:35][cH:36]5)[n:18][c:19]([N:22]4[CH2:23][CH2:24][O:25][CH2:26][CH2:27]4)[c:20]3[n:21]2)[CH2:11]1. Starting materials: C(=O)[O-].[K+] (potassium formate), C(=O)O (formic acid), ClC=1C=C(C=CC1)C(C)=O (3′-chloroacetophenone). The reagents and catalysts are [Ru] (ruthenium). The solvent is CO (Methanol). Reaction conditions: temperature 50 celsius, time 24 hour. The product is ClC=1C=C(C=CC1)[C@H](C)O ((S)-1-(3′-chlorophenyl)ethanol). Isolated yield 85.0%. As a reaction SMILES: C([O-])=O.[K+].C(O)=O.[Cl:8][C:9]1[CH:10]=[C:11]([C:15](=[O:17])[CH3:16])[CH:12]=[CH:13][CH:14]=1>[Ru].CO>[Cl:8][C:9]1[CH:10]=[C:11]([C@@H:15]([OH:17])[CH3:16])[CH:12]=[CH:13][CH:14]=1 |f:0.1|. Procedure: A ruthenium complex RuCl[(S,S)-BnSO2dpen] (mesitylene) (1.2 mg, 0.002 mmol), potassium formate (1.0 g, 12 mmol), formic acid (138 mg, 3 mmol) and 3′-chloroacetophenone (1.55 g, 10 mmol, substrate/catalyst ratio=5000) were set in a 20 mL glass Schlenk-type reaction tube under an argon atmosphere. Methanol (6 mL) was added thereto and stirred at 50° C. for 24 hours to give (S)-1-(3′-chlorophenyl)ethanol at 85% yield and 96.5% ee optical purity.